This data is from the Open Reaction Database (ORD), a public repository of structured organic reaction records. The task is: describe an organic reaction: reactants, conditions, products, and yield Starting materials: Cl.Cl.[C@H]1(CCCN2CCCC[C@H]12)CN1CCC(CC1)NC(=O)C=1NC2=CC=CC(=C2C1)OCC1=COC2=C1C=C(C=C2)Cl (4-(5-chloro-benzofuran-3-ylmethoxy)-1H-indole-2-carboxylic acid {1-[(1S,9aR)-1-(octahydro-quinolizin-1-yl)methyl]-piperidin-4-yl}-amide dihydrochloride), Cl.Cl.Cl.NC1CCN(CC1)CCN1CCC(CC1)O (1-[2-(4-Amino-piperidin-1-yl)-ethyl]-piperidin-4-ol tri-hydrochloride). Yields the product OC1CCN(CC1)CCN1CCC(CC1)NC(=O)C=1NC2=CC=CC(=C2C1)OCC1=COC2=C1C=C(C=C2)Cl (4-(5-Chloro-benzofuran-3-ylmethoxy)-1H-indole-2-carboxylic acid {1-[2-(4-hydroxy-piperidin-1-yl)-ethyl]-piperidin-4-yl}-amide). Reaction SMILES: Cl.Cl.[C@H]1(C[N:14]2[CH2:19][CH2:18][CH:17]([NH:20][C:21]([C:23]3[NH:24][C:25]4[C:30]([CH:31]=3)=[C:29]([O:32][CH2:33][C:34]3[C:38]5[CH:39]=[C:40]([Cl:43])[CH:41]=[CH:42][C:37]=5[O:36][CH:35]=3)[CH:28]=[CH:27][CH:26]=4)=[O:22])[CH2:16][CH2:15]2)[C@@H]2N(CCCC2)CCC1.Cl.Cl.Cl.NC1CCN([CH2:54][CH2:55][N:56]2[CH2:61][CH2:60][CH:59]([OH:62])[CH2:58][CH2:57]2)CC1>>[OH:62][CH:59]1[CH2:60][CH2:61][N:56]([CH2:55][CH2:54][N:14]2[CH2:19][CH2:18][CH:17]([NH:20][C:21]([C:23]3[NH:24][C:25]4[C:30]([CH:31]=3)=[C:29]([O:32][CH2:33][C:34]3[C:38]5[CH:39]=[C:40]([Cl:43])[CH:41]=[CH:42][C:37]=5[O:36][CH:35]=3)[CH:28]=[CH:27][CH:26]=4)=[O:22])[CH2:16][CH2:15]2)[CH2:57][CH2:58]1 |f:0.1.2,3.4.5.6|. Procedure details: This compound is synthesized from 4-(5-chloro-benzofuran-3-ylmethoxy)-1H-indole-2-carboxylic acid (97, see example 42) and amine 21 analogously to the method described in example 1.